Dataset: the Open Reaction Database (ORD), a public repository of structured organic reaction records. Task: describe an organic reaction: reactants, conditions, products, and yield The reactants are ClC1=CC=CC2=C1CN(CC=1N2C(NC1C#CC(C)(C)O)=O)C (7-chloro-4,5-dihydro-3-(3-hydroxy-3-methyl-1-butynyl)-5-methyl-6H-imidazo[1,5-a][1,4]benzodiazepine-one), [OH-].[Na+] (sodium hydroxide). Run in C1(=CC=CC=C1)C (toluene). The product is ClC1=CC=CC2=C1C(N(CC=1N2C=NC1C#C)C)=O (7-chloro-3-ethynyl-4,5-dihydro-5-methyl-6H-imidazo[1,5-a][1,4]benzodiazepin-6-one). RXN SMILES: [Cl:1][C:2]1[C:7]2[CH2:8][N:9]([CH3:23])[CH2:10][C:11]3[N:12]([C:13](=O)[NH:14][C:15]=3[C:16]#[C:17]C(O)(C)C)[C:6]=2[CH:5]=[CH:4][CH:3]=1.[OH-:24].[Na+]>C1(C)C=CC=CC=1>[Cl:1][C:2]1[C:7]2[C:8](=[O:24])[N:9]([CH3:23])[CH2:10][C:11]3[N:12]([CH:13]=[N:14][C:15]=3[C:16]#[CH:17])[C:6]=2[CH:5]=[CH:4][CH:3]=1 |f:1.2|. Reported procedure: 660 mg (2 mmol) of 7-chloro-4,5-dihydro-3-(3-hydroxy-3-methyl-1-butynyl)-5-methyl-6H-imidazo[1,5-a][1,4]benzodiazepine-one was heated to boiling under reflux overnight with 80 mg of sodium hydroxide in 10 ml of toluene. After evaporation of the solvent the residue was dissolved in methylene chloride and the solution was washed twice with water, dried over magnesium sulphate and evaporated. After recrystallization of the residue from ethyl acetate there was obtained 7-chloro-3-ethynyl-4,5-dihydro... Starting materials: NC1CC2=CC=CC=C2C1 (2-aminoindan), C(C)(=O)OC(C)C (isopropyl acetate), FC(C(=O)OCC)(F)F (Ethyl trifluoroacetate). The solvent is CCCCCCC (heptane). Run at temperature 2.5 celsius, time 2 hour. The product is C1C(CC2=CC=CC=C12)NC(C(F)(F)F)=O (N-(2,3-dihydro-1H-inden-2-yl)-2,2,2-trifluoroacetamide). Isolated yield 83.4%. RXN SMILES: [NH2:1][CH:2]1[CH2:10][C:9]2[C:4](=[CH:5][CH:6]=[CH:7][CH:8]=2)[CH2:3]1.C(OC(C)C)(=O)C.[F:18][C:19]([F:26])([F:25])[C:20](OCC)=[O:21]>CCCCCCC>[CH2:3]1[C:4]2[C:9](=[CH:8][CH:7]=[CH:6][CH:5]=2)[CH2:10][CH:2]1[NH:1][C:20](=[O:21])[C:19]([F:26])([F:25])[F:18]. Procedure: A 1 L, 3-necked, round-bottomed flask, equipped with a mechanical stirrer, digital thermometer, cooling bath, and nitrogen inlet-outlet, was charged with 2-aminoindan, (104 g, 0.781 mole) and isopropyl acetate (200 mL) at 20-25° C. The solution was cooled to 0-5° C. Ethyl trifluoroacetate (133 g, 0.936 mol) was added over 40 minutes while maintaining the internal temperature at 0-10° C. (in a 0-5° C. bath). The thick slurry was stirred at 0-10° C. for 2 hours. The reaction mixture is warmed to 2... The reactants are Clc1ccccc1, C1COCCO1, NCCCCNc1ccccc1. Yields the product c1ccc(NCCCCNc2ccccc2)cc1. RXN SMILES: [Cl:1][c:2]1[cH:3][cH:4][cH:5][cH:6][cH:7]1.[O:20]1[CH2:21][CH2:22][O:23][CH2:24][CH2:25]1.[c:8]1([NH:14][CH2:15][CH2:16][CH2:17][CH2:18][NH2:19])[cH:9][cH:10][cH:11][cH:12][cH:13]1>>[c:2]1([NH:19][CH2:18][CH2:17][CH2:16][CH2:15][NH:14][c:8]2[cH:9][cH:10][cH:11][cH:12][cH:13]2)[cH:3][cH:4][cH:5][cH:6][cH:7]1. The reactants are P(=O)([O-])([O-])[O-] (phosphate), C[O-].[Na+] (Sodium methoxide), NC(=O)N (urea), NC(=O)NN(C1=CC(=CC=C1)OCCCCCC)CC(=O)OC (Methyl [2-aminocarbonyl-1-[3-(hexyloxy)phenyl]hydrazino]acetate). The solvent is CCCCCC.CCOCC (hexane ether), COCCOC (1,2-dimethoxyethane). Product: C(CCCCC)OC=1C=C(C=CC1)N1NC(NC(C1)=O)=O (Dihydro-1-[3-(hexyloxy)phenyl]-1,2,4-triazine-3,5-(2H,4H)-dione). Yield: 67.0%. As a reaction SMILES: C[O-].[Na+].NC(N)=O.[NH2:8][C:9]([NH:11][N:12]([CH2:26][C:27]([O:29]C)=O)[C:13]1[CH:18]=[CH:17][CH:16]=[C:15]([O:19][CH2:20][CH2:21][CH2:22][CH2:23][CH2:24][CH3:25])[CH:14]=1)=[O:10].P([O-])([O-])([O-])=O>COCCOC.CCCCCC.CCOCC>[CH2:20]([O:19][C:15]1[CH:14]=[C:13]([N:12]2[CH2:26][C:27](=[O:29])[NH:8][C:9](=[O:10])[NH:11]2)[CH:18]=[CH:17][CH:16]=1)[CH2:21][CH2:22][CH2:23][CH2:24][CH3:25] |f:0.1,6.7|. Procedure details: Sodium methoxide (0.33 g, 6.2 mmol) was added under nitrogen to a stirred solution of the urea (Intermediate 70, 1.00 g, 3.1 mmol) in 1,2-dimethoxyethane (25 ml) over 4 A° molecular sieves. After 15 minutes the mixture was poured into pH6.5 aqueous phosphate buffer (100 ml) and extracted with ethyl acetate (3×100 ml). The combined extracts were dried (MgSO4) and evaporated to afford the crude product as an off-white solid. Trituration with hexane/ether (ca. 1:2) (25 ml) gave the title compound a... Starting materials: Cl(=O)[O-].[Na+] (sodium chlorite), C(C1=CC=CC=C1)OC1=CC(=C(C=O)C=C1)C (4-benzyloxy-2-methylbenzaldehyde), P(=O)(O)(O)[O-].[Na+] (sodium dihydrogen phosphate), S(N)(O)(=O)=O (sulfamic acid), S(=O)([O-])[O-].[Na+].[Na+] (sodium sulfite), Cl (hydrochloric acid). Run in O (water), O1CCOCC1 (1,4-dioxane). Reaction conditions: temperature 10 celsius, time 20 minute. Yields the product C(C1=CC=CC=C1)OC1=CC(=C(C(=O)O)C=C1)C (4-Benzyloxy-2-methylbenzoic acid). Reaction SMILES: [CH2:1]([O:8][C:9]1[CH:16]=[CH:15][C:12]([CH:13]=[O:14])=[C:11]([CH3:17])[CH:10]=1)[C:2]1[CH:7]=[CH:6][CH:5]=[CH:4][CH:3]=1.P([O-])(O)(O)=[O:19].[Na+].S(=O)(=O)(O)N.Cl([O-])=O.[Na+].S([O-])([O-])=O.[Na+].[Na+].Cl>O1CCOCC1.O>[CH2:1]([O:8][C:9]1[CH:16]=[CH:15][C:12]([C:13]([OH:19])=[O:14])=[C:11]([CH3:17])[CH:10]=1)[C:2]1[CH:3]=[CH:4][CH:5]=[CH:6][CH:7]=1 |f:1.2,4.5,6.7.8|. Procedure: A solution of 4-benzyloxy-2-methylbenzaldehyde (20 g) in 1,4-dioxane (300 mL) was mixed with sodium dihydrogen phosphate (42.4 g) and sulfamic acid (13.7 g) and, while cooling, a solution of sodium chlorite (11.2 g) in water (200 mL) was added in such a way that the temperature did not rise above 10° C. After 20 minutes, sodium sulfite (14.5 g) was added, and the mixture was stirred at 10° C. for a further 15 minutes. The reaction mixture was acidified with hydrochloric acid and extracted with e... The reactants are CC(C(=CC=1N=CN(C1)C(C1=CC=CC=C1)(C1=CC=CC=C1)C1=CC=CC=C1)C1=CC=CC=C1)(C)C (4-(3,3-dimethyl-2-phenyl-but-1-enyl)-1-trityl-1H-imidazole), ClCCl (dichloromethane). Reagents/catalysts: [Pd] (Pd/C). Run in CO (methanol). Conditions: time 17 hour. Product: CC(C(CC=1N=CNC1)C1=CC=CC=C1)(C)C (4-(3,3-dimethyl-2-phenyl-butyl)-1H-imidazole). Yield: 42.4%. RXN SMILES: [CH3:1][C:2]([CH3:36])([CH3:35])[C:3]([C:29]1[CH:34]=[CH:33][CH:32]=[CH:31][CH:30]=1)=[CH:4][C:5]1[N:6]=[CH:7][N:8](C(C2C=CC=CC=2)(C2C=CC=CC=2)C2C=CC=CC=2)[CH:9]=1.ClCCl>CO.[Pd]>[CH3:1][C:2]([CH3:36])([CH3:35])[CH:3]([C:29]1[CH:34]=[CH:33][CH:32]=[CH:31][CH:30]=1)[CH2:4][C:5]1[N:6]=[CH:7][NH:8][CH:9]=1. Reported procedure: To a stirred solution of 4-(3,3-dimethyl-2-phenyl-but-1-enyl)-1-trityl-1H-imidazole (121 mg) at r.t. in methanol (5 ml) and dichloromethane (1 ml) under an argon atmosphere was added 10% Pd/C (12 mg). The mixture was stirred under a hydrogen atmosphere (balloon) for 17 hours. The catalyst was filtered off and washed with methanol. The filtrate was concentrated. The crude product was purified by column chromatography (silica gel; gradient: CH2Cl2→CH2Cl2/MeOH 9:1) to give 4-(3,3-dimethyl-2-phenyl-... The reactants are FC(S(=O)(=O)C(CC=C)S(=O)(=O)C(F)(F)F)(F)F (1,1-bis(trifluoromethanesulfonyl)-3-butene), ClC(Cl)[SiH3] (dichloromethylsilane). The reagents and catalysts are C1/C=C\CC/C=C\C1.Cl[Pt]Cl (dichloro(1,5-cyclooctadiene)platinum(II)). Solvent: C1(=CC=CC=C1)C (toluene), C1(=CC=CC=C1)C (toluene). Conditions: temperature 110 celsius, time 3 minute. Yields the product FC(S(=O)(=O)C(CCC[SiH2]C(Cl)Cl)S(=O)(=O)C(F)(F)F)(F)F (4,4-bis(trifluoromethanesulfonyl)butyldichloromethylsilane). Yield: 95.3%. As a reaction SMILES: [F:1][C:2]([F:18])([F:17])[S:3]([CH:6]([S:10]([C:13]([F:16])([F:15])[F:14])(=[O:12])=[O:11])[CH2:7][CH:8]=[CH2:9])(=[O:5])=[O:4].[Cl:19][CH:20]([SiH3:22])[Cl:21]>C1CC=CCCC=C1.Cl[Pt]Cl.C1(C)C=CC=CC=1>[F:14][C:13]([F:15])([F:16])[S:10]([CH:6]([S:3]([C:2]([F:17])([F:1])[F:18])(=[O:4])=[O:5])[CH2:7][CH2:8][CH2:9][SiH2:22][CH:20]([Cl:21])[Cl:19])(=[O:12])=[O:11] |f:2.3|. Procedure details: Under nitrogen atmosphere, a three-neck flask equipped with a reflux condenser and having a volume of 100 ml was charged with each of 126.7 g (0.393 mol) of 1,1-bis(trifluoromethanesulfonyl)-3-butene, 68.7 g of toluene, 15.2 mg (0.0002 parts by mass relative to BTSB) of dichloro(1,5-cyclooctadiene)platinum(II) (made by Tokyo Chemical Industry Co., Ltd.), and 50.0 g (0.4 parts by mass relative to BTSB) of dichloromethylsilane (made by Tokyo Chemical Industry Co., Ltd.). Continuously, under nitrog... Starting materials: C(C)C1=CC(=C(OC2=C(C=C(C(=O)N3CC(NCC3)=O)C=C2)F)C=C1F)OC (4-[4-(4-Ethyl-5-fluoro-2-methoxyphenoxy)-3-fluorobenzoyl] piperazin-2-one), B(Br)(Br)Br (boron tribromide). Solvent: ClCCl (dichloromethane), ClCCl (dichloromethane). Reaction conditions: time 20 hour. Product: C(C)C1=CC(=C(OC2=C(C=C(C(=O)N3CC(NCC3)=O)C=C2)F)C=C1F)O (4-[4-(4-Ethyl-5-fluoro-2-hydroxyphenoxy)-3-fluorobenzoyl] piperazin-2-one), solid. Isolated yield 86.0%. Reaction SMILES: [CH2:1]([C:3]1[C:25]([F:26])=[CH:24][C:6]([O:7][C:8]2[CH:22]=[CH:21][C:11]([C:12]([N:14]3[CH2:19][CH2:18][NH:17][C:16](=[O:20])[CH2:15]3)=[O:13])=[CH:10][C:9]=2[F:23])=[C:5]([O:27]C)[CH:4]=1)[CH3:2].B(Br)(Br)Br>ClCCl>[CH2:1]([C:3]1[C:25]([F:26])=[CH:24][C:6]([O:7][C:8]2[CH:22]=[CH:21][C:11]([C:12]([N:14]3[CH2:19][CH2:18][NH:17][C:16](=[O:20])[CH2:15]3)=[O:13])=[CH:10][C:9]=2[F:23])=[C:5]([OH:27])[CH:4]=1)[CH3:2]. Procedure details: To a solution of 4-[4-(4-ethyl-5-fluoro-2-methoxyphenoxy)-3-fluorobenzoyl]piperazin-2-one (38 mg, 0.10 mmol; which may be prepared as described in D3) in dichloromethane (300 μL) under Argon cooled at −30° C. was added dropwise boron tribromide (1M in dichloromethane, 273 μL, 0.27 mmol). The mixture was allowed to come to room temperature and after stirring 20 h, was diluted with dichloromethane. The mixture was quenched carefully at 0° C. with an aqueous saturated solution of ammonium chloride ... Procedure details: To 60 g (0.33 mole) of ethyl 3,4-dihydroxybenzoate in 50 ml of methyl ethyl ketone was added 105.5 g (0.76 mole) of K2CO3 and 168.8 g (0.76 mole) of benzyl bromide. The mixture was refluxed for 16 hours and filtered. Evaporation of the filtration gave an oil. This oil was mixed with 40 g of KOH, 350 ml of water and 350 ml of methanol and refluxed for 2.5 hours. The methanol was evaporated and the reaction mixture was acidified with concentrated HCl. The precipitate was filtered to give 101 g (92... RXN SMILES: O[C:2]1[CH:3]=[C:4]([CH:10]=[CH:11][C:12]=1O)[C:5]([O:7][CH2:8][CH3:9])=O.[C:14]([O-:17])([O-])=[O:15].[K+].[K+].[CH2:20](Br)[C:21]1[CH:26]=[CH:25][CH:24]=[CH:23][CH:22]=1.[OH-:28].[K+]>C(C(C)=O)C.CO.O>[CH2:5]([O:7][C:8]1[CH:3]=[C:2]([CH:12]=[CH:11][C:9]=1[O:28][CH2:20][C:21]1[CH:26]=[CH:25][CH:24]=[CH:23][CH:22]=1)[C:14]([OH:17])=[O:15])[C:4]1[CH:10]=[CH:11][CH:12]=[CH:2][CH:3]=1 |f:1.2.3,5.6|. The solvent is C(C)C(=O)C (methyl ethyl ketone), CO (methanol), O (water). Product: C(C1=CC=CC=C1)OC=1C=C(C(=O)O)C=CC1OCC1=CC=CC=C1 (3,4-Dibenzyloxybenzoic Acid). Reactants: OC=1C=C(C(=O)OCC)C=CC1O (ethyl 3,4-dihydroxybenzoate), C(=O)([O-])[O-].[K+].[K+] (K2CO3), C(C1=CC=CC=C1)Br (benzyl bromide), [OH-].[K+] (KOH). Yield: 183.1%. The reactants are CCO, ClCCl, O=C(Cl)c1c(F)cccc1F, c1ccncc1. Yields the product CCOC(=O)c1c(F)cccc1F. Reaction SMILES: [CH3:12][CH2:13][OH:14].[Cl:21][CH2:22][Cl:23].[F:1][c:2]1[c:3]([C:4](=[O:5])[Cl:6])[c:7]([F:11])[cH:8][cH:9][cH:10]1.[cH:15]1[cH:16][cH:17][n:18][cH:19][cH:20]1>>[F:1][c:2]1[c:3]([C:4](=[O:5])[O:14][CH2:13][CH3:12])[c:7]([F:11])[cH:8][cH:9][cH:10]1.